The task is: describe an organic reaction: reactants, conditions, products, and yield. This data is from the Open Reaction Database (ORD), a public repository of structured organic reaction records. Reactants: C1(=CC=CC=C1)P(OC(=C(C(=O)OCC1=CC=C(C=C1)[N+](=O)[O-])N1C2SC(=NC2C1=O)COC1=CC=CC=C1)C)(=O)C1=CC=CC=C1 (1-(3-phenoxymethyl-7-oxo-4-thia-2,6-diazabicyclo(3,2,0)hept-2-en-6-yl)-1-(p-nitrobenzyloxycarbonyl)-prop-1-en-2-yl diphenylphosphinate), N1CCOCC1 (morpholine). The solvent is O1CCCC1 (tetrahydrofuran). Reaction conditions: time 6 hour. Product: O(C1=CC=CC=C1)CC1=NC2C(N(C2S1)C(C(=O)OCC1=CC=C(C=C1)[N+](=O)[O-])=C(C)N1CCOCC1)=O (p-Nitrobenzyl α-(3phenoxymethyl-7-oxo-4-thia-2,6-diazabicyclo(3,2,0)hept-2-en-6-yl)-α-(1-morpholinoethylidene)acetate). RXN SMILES: C1(P(C2C=CC=CC=2)(=O)O[C:9]([CH3:40])=[C:10]([N:24]2[C:30](=[O:31])[CH:29]3[CH:25]2[S:26][C:27]([CH2:32][O:33][C:34]2[CH:39]=[CH:38][CH:37]=[CH:36][CH:35]=2)=[N:28]3)[C:11]([O:13][CH2:14][C:15]2[CH:20]=[CH:19][C:18]([N+:21]([O-:23])=[O:22])=[CH:17][CH:16]=2)=[O:12])C=CC=CC=1.[NH:48]1[CH2:53][CH2:52][O:51][CH2:50][CH2:49]1>O1CCCC1>[O:33]([CH2:32][C:27]1[S:26][CH:25]2[CH:29]([C:30](=[O:31])[N:24]2[C:10](=[C:9]([N:48]2[CH2:53][CH2:52][O:51][CH2:50][CH2:49]2)[CH3:40])[C:11]([O:13][CH2:14][C:15]2[CH:16]=[CH:17][C:18]([N+:21]([O-:23])=[O:22])=[CH:19][CH:20]=2)=[O:12])[N:28]=1)[C:34]1[CH:35]=[CH:36][CH:37]=[CH:38][CH:39]=1. Procedure: To a stirred solution of 1-(3-phenoxymethyl-7-oxo-4-thia-2,6-diazabicyclo(3,2,0)hept-2-en-6-yl)-1-(p-nitrobenzyloxycarbonyl)-prop-1-en-2-yl diphenylphosphinate (1.34 g.) in tetrahydrofuran (20 ml.) at 0°-5° C. was added morpholine (0.38 ml.). After stirring for 6 hours at 0°-5° C., the solvent was evaporated and the residue dissolved in dichloromethane. The resulting solution was washed with water and then with saturated sodium chloride solution, dried with magnesium sulphate and evaporated to g... Reactants: C[Si](C)(C)C=[N+]=[N-], CO, OCC1OC(c2ccc(Cl)c(Cc3nnc(O)s3)c2)C(O)C(O)C1O, ClCCl. Product: COc1nnc(Cc2cc(C3OC(CO)C(O)C(O)C3O)ccc2Cl)s1. Reaction SMILES: [CH3:26][Si:27]([CH:28]=[N+:29]=[N-:30])([CH3:31])[CH3:32].[CH3:36][OH:37].[Cl:1][c:2]1[c:3]([CH2:19][c:20]2[s:21][c:22]([OH:25])[n:23][n:24]2)[cH:4][c:5]([CH:8]2[O:9][CH:10]([CH2:17][OH:18])[CH:11]([OH:16])[CH:12]([OH:15])[CH:13]2[OH:14])[cH:6][cH:7]1.[Cl:33][CH2:34][Cl:35]>>[Cl:1][c:2]1[c:3]([CH2:19][c:20]2[s:21][c:22]([O:25][CH3:26])[n:23][n:24]2)[cH:4][c:5]([CH:8]2[O:9][CH:10]([CH2:17][OH:18])[CH:11]([OH:16])[CH:12]([OH:15])[CH:13]2[OH:14])[cH:6][cH:7]1. Reactants: BrCCCOC1CCCCO1, O=C([O-])[O-], COc1cc2c(N(Cl)c3ccccc3F)ncnc2cc1O, [K+], [K+], CN(C)C=O, O. Yields the product COc1cc2c(N(Cl)c3ccccc3F)ncnc2cc1OCCCOC1CCCCO1. RXN SMILES: [Br:23][CH2:24][CH2:25][CH2:26][O:27][CH:28]1[O:29][CH2:30][CH2:31][CH2:32][CH2:33]1.[C:34](=[O:35])([O-:36])[O-:37].[Cl:1][N:2]([c:3]1[c:4]([F:9])[cH:5][cH:6][cH:7][cH:8]1)[c:10]1[n:11][cH:12][n:13][c:14]2[cH:15][c:16]([OH:22])[c:17]([O:20][CH3:21])[cH:18][c:19]12.[K+:38].[K+:39].[O:40]=[CH:41][N:42]([CH3:43])[CH3:44].[OH2:45]>>[Cl:1][N:2]([c:3]1[c:4]([F:9])[cH:5][cH:6][cH:7][cH:8]1)[c:10]1[n:11][cH:12][n:13][c:14]2[cH:15][c:16]([O:22][CH2:24][CH2:25][CH2:26][O:27][CH:28]3[O:29][CH2:30][CH2:31][CH2:32][CH2:33]3)[c:17]([O:20][CH3:21])[cH:18][c:19]12. Starting materials: N1=C(C=CC=C1)CC#N (2-pyridylacetonitrile), [H-].[Na+] (sodium hydride), ClCC=CC (1-Chloro-2-butene). Solvent: CS(=O)C (dimethylsulfoxide), CS(=O)C (dimethylsulfoxide). The product is N1=C(C=CC=C1)C(C#N)CC=CC (2-(2-pyridyl)-4-hexenenitrile). Reaction SMILES: [N:1]1[CH:6]=[CH:5][CH:4]=[CH:3][C:2]=1[CH2:7][C:8]#[N:9].[H-].[Na+].Cl[CH2:13][CH:14]=[CH:15][CH3:16]>CS(C)=O>[N:1]1[CH:6]=[CH:5][CH:4]=[CH:3][C:2]=1[CH:7]([CH2:13][CH:14]=[CH:15][CH3:16])[C:8]#[N:9] |f:1.2|. Reported procedure: A solution of 5.9 g. of 2-pyridylacetonitrile in 15 ml. of dimethylsulfoxide is added to a suspension of 1.2 g. of sodium hydride in 25 ml. of dimethylsulfoxide with stirring. The mixture is heated on a stream bath for 2 hours, then cooled to room temperature. 1-Chloro-2-butene (4.5 g.) is added dropwise with stirring. The mixture is heated on a steam bath, with stirring, for 10 hours, then most of the solvent is removed in vacuo. Water is added to the residue, then 100 ml. of ether is added. Th... Procedure: (1-Bromoethyl)benzene (0.56 mL, 4.13 mmol, 2 eq) was added to a stirred solution of 3-hydroxy-4-(2-phenylethoxy)-benzaldehyde (500 mg, 2.06 mmol, 1 eq) and cesium carbonate (672 mg, 2.06 mmol, 1 eq) in N,N-dimethylformamide (8 mL). The solution was stirred overnight and then diluted with ethyl acetate (50 mL). The organic solution was washed with 1M HCl (2×100 mL), and brine (100 mL), dried over sodium sulfate and evaporated. The residue was purified by chromatography on silica gel and elution w... The product is C1(=CC=CC=C1)C(C)OC=1C=C(C=O)C=CC1OCCC1=CC=CC=C1 (3-(1-Phenylethoxy)-4-(2-phenylethoxy)-benzaldehyde). Isolated yield 95.3%. Starting materials: BrC(C)C1=CC=CC=C1 ((1-Bromoethyl)benzene), OC=1C=C(C=O)C=CC1OCCC1=CC=CC=C1 (3-hydroxy-4-(2-phenylethoxy)-benzaldehyde), C([O-])([O-])=O.[Cs+].[Cs+] (cesium carbonate). The solvent is CN(C=O)C (N,N-dimethylformamide), C(C)(=O)OCC (ethyl acetate). Reaction conditions: time 8 hour. Reaction SMILES: Br[CH:2]([C:4]1[CH:9]=[CH:8][CH:7]=[CH:6][CH:5]=1)[CH3:3].[OH:10][C:11]1[CH:12]=[C:13]([CH:16]=[CH:17][C:18]=1[O:19][CH2:20][CH2:21][C:22]1[CH:27]=[CH:26][CH:25]=[CH:24][CH:23]=1)[CH:14]=[O:15].C(=O)([O-])[O-].[Cs+].[Cs+]>CN(C)C=O.C(OCC)(=O)C>[C:4]1([CH:2]([O:10][C:11]2[CH:12]=[C:13]([CH:16]=[CH:17][C:18]=2[O:19][CH2:20][CH2:21][C:22]2[CH:27]=[CH:26][CH:25]=[CH:24][CH:23]=2)[CH:14]=[O:15])[CH3:3])[CH:9]=[CH:8][CH:7]=[CH:6][CH:5]=1 |f:2.3.4|. Starting materials: N1C(COCC1)C(=O)N (morpholine-3-carboxamide), C(O)([O-])=O.[Na+] (sodium hydrogen carbonate), C(C)(C)I (isopropyl iodide). Run in C(C)#N (acetonitrile), ClCCl (dichloromethane). Reaction conditions: temperature 150 celsius. Yields the product CC(C)N1C(COCC1)C(=O)N (4-(1-Methylethyl)morpholine-3-carboxamide). The yield is 97.0%. As a reaction SMILES: [NH:1]1[CH2:6][CH2:5][O:4][CH2:3][CH:2]1[C:7]([NH2:9])=[O:8].C(=O)([O-])O.[Na+].[CH:15](I)([CH3:17])[CH3:16]>C(#N)C.ClCCl>[CH3:16][CH:15]([N:1]1[CH2:6][CH2:5][O:4][CH2:3][CH:2]1[C:7]([NH2:9])=[O:8])[CH3:17] |f:1.2|. Procedure: To a solution of 1.1 g (6.3 mmol) of morpholine-3-carboxamide (a synthesis of which is described in WO-2005/026 156, Hennequin L. F. A. et al.) in acetonitrile (16 ml) are successively added 1.86 g (22.2 mmol) of sodium hydrogen carbonate powder and 0.7 ml (7.0 mmol) of isopropyl iodide, and the mixture is then heated at 150° C. by microwave for 30 minutes. The reaction mixture is cooled to room temperature, diluted with dichloromethane (30 ml) and filtered through Celite. The filtrate is concen...